This data is from the Open Reaction Database (ORD), a public repository of structured organic reaction records. The task is: describe an organic reaction: reactants, conditions, products, and yield Starting materials: C(C#C)N1CC=2N(N(C3=C1C=NC=C3)C)C=CC2 (11-(2-propynyl)-10,11-dihydro-5-methyl-5H-pyrido[3,4-f]pyrrolo[1,2-b][1,2,5]triazepine), COC1=C(C=CC=C1)N1CCNCC1 (4-(2-methoxyphenyl)piperazine), C=O (paraformaldehyde). The reagents and catalysts are Cl[Cu] (CuCl). Solvent: O1CCOCC1 (p-dioxane). Reaction conditions: temperature 80 celsius, time 3 hour. Yields the product COC1=C(C=CC=C1)N1CCN(CC1)C(C#CC)N1CC=2N(N(C3=C1C=NC=C3)C)C=CC2 (11-[1-[4-(2-methoxyphenyl)piperazin-1-yl]-2-butynyl]-10,11-dihydro-5-methyl-5H-pyrido[3,4-f]pyrrolo-[1,2-b][1,2,5]triazepine). Reaction SMILES: [CH2:1]([N:4]1[C:10]2[CH:11]=[N:12][CH:13]=[CH:14][C:9]=2[N:8]([CH3:15])[N:7]2[CH:16]=[CH:17][CH:18]=[C:6]2[CH2:5]1)[C:2]#[CH:3].[CH3:19][O:20][C:21]1[CH:26]=[CH:25][CH:24]=[CH:23][C:22]=1[N:27]1[CH2:32][CH2:31][NH:30][CH2:29][CH2:28]1.[CH2:33]=O>Cl[Cu].O1CCOCC1>[CH3:19][O:20][C:21]1[CH:26]=[CH:25][CH:24]=[CH:23][C:22]=1[N:27]1[CH2:32][CH2:31][N:30]([CH:1]([N:4]2[C:10]3[CH:11]=[N:12][CH:13]=[CH:14][C:9]=3[N:8]([CH3:15])[N:7]3[CH:16]=[CH:17][CH:18]=[C:6]3[CH2:5]2)[C:2]#[C:3][CH3:33])[CH2:29][CH2:28]1. Procedure: To 150 ml of p-dioxane were added 11-(2-propynyl)-10,11-dihydro-5-methyl-5H-pyrido[3,4-f]pyrrolo[1,2-b][1,2,5]triazepine (2.3 g), 4-(2-methoxyphenyl)piperazine (2.1 g), paraformaldehyde (2.0 g), and CuCl (0.02 g). After stirring at 80° C. for three hours, the mixture was concentrated to 6.9 g of brown oil, which was eluted on a silica gel column with 5% methanol/DCM via HPLC. The desired fraction was concentrated to 4.3 g of 11-[1-[4-(2-methoxyphenyl)piperazin-1-yl]-2-butynyl]-10,11-dihydro-5-me... Starting materials: ClC1=C(C(=C(C=C1[N+](=O)[O-])C(F)(F)F)Cl)[N+](=O)[O-] (1,3-dichloro-2,6-dinitro-4-trifluoromethylbenzene), NC=1C(=NC(=NC1Cl)C)Cl (5-amino-4,6-dichloro-2-methylpyrimidine), CC(C)(C)[O-].[K+] (potassium tert-butylate). The solvent is O1CCCC1 (tetrahydrofuran), O1CCCC1 (tetrahydrofuran). Conditions: temperature -30 celsius, time 1 hour. Product: ClC=1C(=C(C(=CC1C(F)(F)F)[N+](=O)[O-])N1C(N=C(C(=C1Cl)N)Cl)C)[N+](=O)[O-] (N-(3'-Chloro-2',6'-dinitro-4'-trifluoromethylphenyl)-5-amino-4,6-dichloro-2-methylpyrimidine). Yield: 117.0%. RXN SMILES: Cl[C:2]1[C:7]([N+:8]([O-:10])=[O:9])=[CH:6][C:5]([C:11]([F:14])([F:13])[F:12])=[C:4]([Cl:15])[C:3]=1[N+:16]([O-:18])=[O:17].[NH2:19][C:20]1[C:21]([Cl:28])=[N:22][C:23]([CH3:27])=[N:24][C:25]=1[Cl:26].CC([O-])(C)C.[K+]>O1CCCC1>[Cl:15][C:4]1[C:3]([N+:16]([O-:18])=[O:17])=[C:2]([N:24]2[C:25]([Cl:26])=[C:20]([NH2:19])[C:21]([Cl:28])=[N:22][CH:23]2[CH3:27])[C:7]([N+:8]([O-:10])=[O:9])=[CH:6][C:5]=1[C:11]([F:14])([F:13])[F:12] |f:2.3|. Reported procedure: 6.71 g (0.022 mole) of 1,3-dichloro-2,6-dinitro-4-trifluoromethylbenzene and 3.56 g (0.020 mole) of 5-amino-4,6-dichloro-2-methylpyrimidine are dissolved in 50 ml of tetrahydrofuran. The solution is cooled to -30° C. and, at this temperature, a solution of 4.6 g (0.041 mole) of potassium tert-butylate in 50 ml of tetrahydrofuran is added dropwise. After 1 hour at -30° to 0° C., the mixture is extracted with water and ethyl acetate while adding 10 ml of acetic acid. The extracts are dried over so... Starting materials: C(C)(C)(C)OC(=O)N1CCC(CC1)NC1=CC=C(C=C1)C1=NNN(N1)C (4-[4-(2-methyl-1H-tetrazol-5-yl)-phenylamino]-piperidine-1-carboxylic acid tert-butyl ester), ClCCl (dichloromethane), FC(C(=O)O)(F)F (trifluoroacetic acid). Yields the product Cl.CN1NC(=NN1)C1=CC=C(C=C1)NC1CCNCC1 ([4-(2-methyl-1H-tetrazol-5-yl)-phenyl]-piperidin-4-yl-amine hydrochloride), Cl (hydrochloride). RXN SMILES: C(OC([N:8]1[CH2:13][CH2:12][CH:11]([NH:14][C:15]2[CH:20]=[CH:19][C:18]([C:21]3[NH:25][N:24]([CH3:26])[NH:23][N:22]=3)=[CH:17][CH:16]=2)[CH2:10][CH2:9]1)=O)(C)(C)C.FC(F)(F)C(O)=O.[Cl:34]CCl>>[ClH:34].[CH3:26][N:24]1[NH:23][N:22]=[C:21]([C:18]2[CH:19]=[CH:20][C:15]([NH:14][CH:11]3[CH2:12][CH2:13][NH:8][CH2:9][CH2:10]3)=[CH:16][CH:17]=2)[NH:25]1.[ClH:34] |f:3.4|. Procedure details: 4-[4-(1-Methyl-1H-tetrazol-5-yl)-phenylamino]-piperidine-1-carboxylic acid tert-butyl ester (401 mg; 1.12 mmol, prepared in accordance with Example 19) is dissolved in dichloromethane (3 mL) and trifluoroacetic acid (1 mL) is slowly added under stirring. After 60 minutes reaction time, the mixture is concentrated under reduced pressure and co-evaporated twice with dichloromethane (10 mL). The crude residue is then diluted in dioxane (2 mL) and a 4N solution of hydrochloric acid in dioxane (3 mL)...